Dataset: the Open Reaction Database (ORD), a public repository of structured organic reaction records. Task: describe an organic reaction: reactants, conditions, products, and yield The reactants are Cl.CON (O-methylhydroxylamine hydrochloride), ClC1=C(C=NC2=CC=CC=C12)NC(CC)=O (N-(4-chloroquinolin-3-yl)propionamide). Solvent: C(C)O (ethanol). Yields the product C(C)C=1N(C2=C(C=NC=3C=CC=CC23)N1)OC (2-ethyl-1-methoxy-1H-imidazo[4,5-c]quinoline). The yield is 86.7%. RXN SMILES: Cl.[CH3:2][O:3][NH2:4].Cl[C:6]1[C:15]2[C:10](=[CH:11][CH:12]=[CH:13][CH:14]=2)[N:9]=[CH:8][C:7]=1[NH:16][C:17](=O)[CH2:18][CH3:19]>C(O)C>[CH2:18]([C:17]1[N:4]([O:3][CH3:2])[C:6]2[C:15]3[CH:14]=[CH:13][CH:12]=[CH:11][C:10]=3[N:9]=[CH:8][C:7]=2[N:16]=1)[CH3:19] |f:0.1|. Reported procedure: O-methylhydroxylamine hydrochloride (1.51 g, 1.7 eq) was added to a solution of N-(4-chloroquinolin-3-yl)propionamide (2.5 g, 1.0 eq) in ethanol (75 mL). The reaction mixture was heated at reflux for 3 hours, cooled to ambient temperature, and then concentrated under reduced pressure. The residue was partitioned between dichloromethane and aqueous saturated sodium bicarbonate. The organic layer was separated and concentrated under reduced pressure to provide 2.10 g of 2-ethyl-1-methoxy-1H-imidaz... The reactants are CS(=O)(=O)c1ncc2c(n1)N(c1cccc(CCO)c1)C(=O)N(c1ccccc1Br)C2, CCN(CC)CCOc1ccc(N)cc1. Yields the product CCN(CC)CCOc1ccc(Nc2ncc3c(n2)N(c2cccc(CCO)c2)C(=O)N(c2ccccc2Br)C3)cc1. Reaction SMILES: [Br:1][c:2]1[c:3]([N:8]2[C:9](=[O:31])[N:10]([c:22]3[cH:23][c:24]([CH2:28][CH2:29][OH:30])[cH:25][cH:26][cH:27]3)[c:11]3[n:12][c:13]([S:18]([CH3:19])(=[O:20])=[O:21])[n:14][cH:15][c:16]3[CH2:17]2)[cH:4][cH:5][cH:6][cH:7]1.[CH2:32]([CH3:33])[N:34]([CH2:35][CH2:36][O:37][c:38]1[cH:39][cH:40][c:41]([NH2:42])[cH:43][cH:44]1)[CH2:45][CH3:46]>>[Br:1][c:2]1[c:3]([N:8]2[C:9](=[O:31])[N:10]([c:22]3[cH:23][c:24]([CH2:28][CH2:29][OH:30])[cH:25][cH:26][cH:27]3)[c:11]3[n:12][c:13]([NH:42][c:41]4[cH:40][cH:39][c:38]([O:37][CH2:36][CH2:35][N:34]([CH2:32][CH3:33])[CH2:45][CH3:46])[cH:44][cH:43]4)[n:14][cH:15][c:16]3[CH2:17]2)[cH:4][cH:5][cH:6][cH:7]1.